Dataset: the Open Reaction Database (ORD), a public repository of structured organic reaction records. Task: describe an organic reaction: reactants, conditions, products, and yield The reactants are COC([C@H]1N(C[C@@H](C1)O)C(=O)OC(C)(C)C)=O ((2S,4R)-N-tert-butoxycarbonyl-4-hydroxyproline methyl ester), CS(=O)(=O)Cl (methanesulfonyl chloride), C(O)([O-])=O.[Na+] (sodium hydrogencarbonate). The reagents and catalysts are C(C)N(CC)CC (triethylamine). Run in C(Cl)Cl (methylene chloride). Reaction conditions: temperature 0 celsius, time 2 hour. Yields the product COC([C@H]1N(C[C@@H](C1)OS(=O)(=O)C)C(=O)OC(C)(C)C)=O ((2S,4R)-N-tert-butoxycarbonyl-4-methanesulfonyloxyproline methyl ester). The yield is 99.3%. Reaction SMILES: [CH3:1][O:2][C:3](=[O:17])[C@@H:4]1[CH2:8][C@@H:7]([OH:9])[CH2:6][N:5]1[C:10]([O:12][C:13]([CH3:16])([CH3:15])[CH3:14])=[O:11].[CH3:18][S:19](Cl)(=[O:21])=[O:20].C(=O)([O-])O.[Na+]>C(Cl)Cl.C(N(CC)CC)C>[CH3:1][O:2][C:3](=[O:17])[C@@H:4]1[CH2:8][C@@H:7]([O:9][S:19]([CH3:18])(=[O:21])=[O:20])[CH2:6][N:5]1[C:10]([O:12][C:13]([CH3:14])([CH3:16])[CH3:15])=[O:11] |f:2.3|. Procedure: To a solution of (2S,4R)-N-tert-butoxycarbonyl-4-hydroxyproline methyl ester (30.2 g, 123 mmol) in methylene chloride (300 ml) were dropwise added successively triethylamine (41.2 ml, 0.295 mmol) and methanesulfonyl chloride (17.1 ml, 0.221 mol) at 0° C. in a nitrogen atmosphere. The mixture was stirred at 0° C. for 2 h, and saturated aqueous sodium hydrogencarbonate was added. The mixture was extracted with ethyl acetate. The organic layer was washed with saturated aqueous sodium chloride, and ... Yields the product CON=C(C(=O)OC)C1=C(C=CC=C1)COC1=CC(=CC=C1)C(C)=O (methyl 2-(3-acetylphenoxymethyl)phenylglyoxylate O-methyloxime). Run in CN(C=O)C (dimethylformamide). The yield is 80.9%. Reported procedure: 3.0 g (0.022 mol) of 3-hydroxyacetophenone and 6.0 g (0.021 mol) of methyl 2-bromomethylphenylglyoxylate O-methyloxime are dissolved in 30 ml of dimethylformamide, and 5.5 g (0.040 yol) of potassium carbonate are added. The mixture is stirred at room temperature for 24 hours, hydrolyzed with water and extracted with methyl tert-butyl ether. The organic phase is washed with water, dried and concentrated. 5.8 g (85%) of methyl 2-(3-acetylphenoxymethyl)phenylglyoxylate O-methyloxime are obtained as... Reactants: O (water), CC(=O)C=1C=CC=C(C1)O (3-hydroxyacetophenone), CON=C(C(=O)OC)C1=C(C=CC=C1)CBr (methyl 2-bromomethylphenylglyoxylate O-methyloxime), C([O-])([O-])=O.[K+].[K+] (potassium carbonate). RXN SMILES: [CH3:1][C:2]([C:4]1[CH:5]=[CH:6][CH:7]=[C:8]([OH:10])[CH:9]=1)=[O:3].[CH3:11][O:12][N:13]=[C:14]([C:19]1[CH:24]=[CH:23][CH:22]=[CH:21][C:20]=1[CH2:25]Br)[C:15]([O:17][CH3:18])=[O:16].C(=O)([O-])[O-].[K+].[K+].O>CN(C)C=O>[CH3:11][O:12][N:13]=[C:14]([C:19]1[CH:24]=[CH:23][CH:22]=[CH:21][C:20]=1[CH2:25][O:10][C:8]1[CH:7]=[CH:6][CH:5]=[C:4]([C:2](=[O:3])[CH3:1])[CH:9]=1)[C:15]([O:17][CH3:18])=[O:16] |f:2.3.4|. The reactants are C(C=C)O (allyl alcohol), C(C)(=O)OCC (ethyl acetate), C(C)(C)(C)OC(=O)N[C@H](COCC1=CC=CC=C1)C(=O)O (N-(t-Butoxycarbonyl)-O-benzyl-D-serine), C36H33N5, C(CCl)Cl (EDC). Reagents/catalysts: CN(C)C=1C=CN=CC1 (DMAP). The solvent is hexanes, C(Cl)Cl (methylene chloride). Run at time 2.5 hour. Yields the product C(C=C)OC([C@H](NC(=O)OC(C)(C)C)COCC1=CC=CC=C1)=O (N-(t-Butoxycarbonyl)-O-Benzyl-D-Serine Allyl Ester). RXN SMILES: [C:1]([O:5][C:6]([NH:8][C@@H:9]([C:19]([OH:21])=[O:20])[CH2:10][O:11][CH2:12][C:13]1[CH:18]=[CH:17][CH:16]=[CH:15][CH:14]=1)=[O:7])([CH3:4])([CH3:3])[CH3:2].[CH2:22](O)[CH:23]=[CH2:24].C(Cl)CCl.C(OCC)(=O)C>C(Cl)Cl.CN(C1C=CN=CC=1)C>[CH2:24]([O:20][C:19](=[O:21])[C@@H:9]([CH2:10][O:11][CH2:12][C:13]1[CH:14]=[CH:15][CH:16]=[CH:17][CH:18]=1)[NH:8][C:6]([O:5][C:1]([CH3:4])([CH3:2])[CH3:3])=[O:7])[CH:23]=[CH2:22]. Reported procedure: N-(t-Butoxycarbonyl)-O-benzyl-D-serine (600 mg; 2.03 mmol) was dissolved in dry methylene chloride (5 ml), allyl alcohol (152 μl; 2.23 mmol) and DMAP (25 mg; 0.20 mmol) added and finally EDC (428.5 mg; 2.24 mmol) added to the acid. The reaction mixture was stirred at room temperature for 2.5 h and the resulting homogeneous solution quenched with water and extracted with methylene chloride. The methylene chloride layer was washed with 5% aqueous citric acid then 10% aqueous sodium carbonate solut... Reactants: C1(CC1)CCOC1=CC=C(C(=O)NC(C(=O)NCCO)CC2=CC=C(C=C2)CCC)C=C1 (4-(2-Cyclopropylethoxy)-N-[2-[(2-hydroxyethyl)amino]-2-oxo-1-(4-propylbenzyl)ethyl]benzamide), C1(CC1)COC1=CC=C(C(=O)N\C(=C/C2=CC=C(C=C2)OC(F)F)\C(=O)NCCO)C=C1 (4-(cyclopropylmethoxy)-N-((Z)-2-[4-(difluoromethoxy)phenyl]-1-{[(2-hydroxyethyl)amino]carbonyl}vinyl)benzamide). The product is C1(CC1)COC1=CC=C(C(=O)NC(C(=O)NCCO)CC2=CC=C(C=C2)OC(F)F)C=C1 (4-(Cyclopropylmethoxy)-N-{1-[4-(difluoromethoxy)benzyl]-2-[(2-hydroxyethyl)amino]-2-oxoethyl}benzamide). The yield is 81.0%. RXN SMILES: C1(CCOC2C=CC(C(NC(CC3C=CC(CCC)=CC=3)C(NCCO)=O)=O)=CC=2)CC1.[CH:33]1([CH2:36][O:37][C:38]2[CH:64]=[CH:63][C:41]([C:42]([NH:44]/[C:45](/[C:57]([NH:59][CH2:60][CH2:61][OH:62])=[O:58])=[CH:46]\[C:47]3[CH:52]=[CH:51][C:50]([O:53][CH:54]([F:56])[F:55])=[CH:49][CH:48]=3)=[O:43])=[CH:40][CH:39]=2)[CH2:35][CH2:34]1>>[CH:33]1([CH2:36][O:37][C:38]2[CH:64]=[CH:63][C:41]([C:42]([NH:44][CH:45]([CH2:46][C:47]3[CH:48]=[CH:49][C:50]([O:53][CH:54]([F:56])[F:55])=[CH:51][CH:52]=3)[C:57]([NH:59][CH2:60][CH2:61][OH:62])=[O:58])=[O:43])=[CH:40][CH:39]=2)[CH2:35][CH2:34]1. Reported procedure: A reaction similar to that described in Example (1 (1e) was conducted using 4-(cyclopropylmethoxy)-N-((Z)-2-[4-(difluoromethoxy)phenyl]-1-{[(2-hydroxyethyl)amino]carbonyl}vinyl)benzamide (279 mg) to give 227 mg of the title compound (white powder). Starting materials: COC(C1=CC(=CC=C1)COC1=NC(=CN=C1NS(=O)(=O)C1=C(C(=CC=C1)Cl)Cl)Cl)=O (3-[6-chloro-3-(2,3-dichlorobenzenesulphonylamino)-2-pyrazinyloxymethyl]benzoic acid methyl ester), O.[OH-].[Li+] (lithium hydroxide hydrate), Cl (hydrochloric acid). Solvent: O (water), CO (methanol). Run at time 3 hour. The product is ClC1=CN=C(C(=N1)OCC=1C=C(C(=O)O)C=CC1)NS(=O)(=O)C1=C(C(=CC=C1)Cl)Cl (3-[6-Chloro-3-(2,3-dichlorobenzenesulphonylamino)-2-pyrazinyloxymethyl]benzoic acid). As a reaction SMILES: C[O:2][C:3](=[O:31])[C:4]1[CH:9]=[CH:8][CH:7]=[C:6]([CH2:10][O:11][C:12]2[C:17]([NH:18][S:19]([C:22]3[CH:27]=[CH:26][CH:25]=[C:24]([Cl:28])[C:23]=3[Cl:29])(=[O:21])=[O:20])=[N:16][CH:15]=[C:14]([Cl:30])[N:13]=2)[CH:5]=1.O.[OH-].[Li+].Cl>O.CO>[Cl:30][C:14]1[N:13]=[C:12]([O:11][CH2:10][C:6]2[CH:5]=[C:4]([CH:9]=[CH:8][CH:7]=2)[C:3]([OH:31])=[O:2])[C:17]([NH:18][S:19]([C:22]2[CH:27]=[CH:26][CH:25]=[C:24]([Cl:28])[C:23]=2[Cl:29])(=[O:20])=[O:21])=[N:16][CH:15]=1 |f:1.2.3|. Procedure details: A mixture of 3-[6-chloro-3-(2,3-dichlorobenzenesulphonylamino)-2-pyrazinyloxymethyl]benzoic acid methyl ester (Example 104) (0.3 g) and lithium hydroxide hydrate (0.2 g) in water (5 mL) and methanol (5 mL) was stirred at room temperature. After 3 h, hydrochloric acid (2M) was added to acidify the mixture and the solid product was collected by filtration and dried (0.25 g). The reactants are CO, CCOC(=O)c1cccc(OCCC2CCN(c3nc4ccc(Cl)cc4s3)CC2)c1, Cl, [Na+], [OH-], O. Yields the product O=C(O)c1cccc(OCCC2CCN(c3nc4ccc(Cl)cc4s3)CC2)c1. As a reaction SMILES: [CH3:33][OH:34].[Cl:1][c:2]1[cH:3][c:4]2[c:5]([n:6][c:7]([N:9]3[CH2:10][CH2:11][CH:12]([CH2:15][CH2:16][O:17][c:18]4[cH:19][c:20]([C:21](=[O:22])[O:23][CH2:24][CH3:25])[cH:26][cH:27][cH:28]4)[CH2:13][CH2:14]3)[s:8]2)[cH:29][cH:30]1.[ClH:35].[Na+:32].[OH-:31].[OH2:36]>>[Cl:1][c:2]1[cH:3][c:4]2[c:5]([n:6][c:7]([N:9]3[CH2:10][CH2:11][CH:12]([CH2:15][CH2:16][O:17][c:18]4[cH:19][c:20]([C:21](=[O:22])[OH:23])[cH:26][cH:27][cH:28]4)[CH2:13][CH2:14]3)[s:8]2)[cH:29][cH:30]1. Starting materials: NC1=C2C=3C(=NN(C3C(=C1)OC)CCN(CC)CC)C1=C(S2)C=CC(=C1)OC (5-amino-N,N-diethyl-3,9-dimethoxy-2H[1]benzothiopyrano[4,3,2-cd]indazole-2-ethanamine), Br (HBr). The product is NC=1C2=C3C(=NN(C3=C(C1)O)CCN(CC)CC)C1=C(S2)C=CC(=C1)O (5-Amino-2-[2-(diethylamino)ethyl]-2H[1]benzothiopyrano[4,3,2-cd]indazol-3,9-diol). As a reaction SMILES: [NH2:1][C:2]1[CH:10]=[C:9]([O:11]C)[C:8]2[N:7]([CH2:13][CH2:14][N:15]([CH2:18][CH3:19])[CH2:16][CH3:17])[N:6]=[C:5]3[C:20]4[CH:26]=[C:25]([O:27]C)[CH:24]=[CH:23][C:21]=4[S:22][C:3]=1[C:4]=23.Br>>[NH2:1][C:2]1[C:3]2[S:22][C:21]3[CH:23]=[CH:24][C:25]([OH:27])=[CH:26][C:20]=3[C:5]3=[N:6][N:7]([CH2:13][CH2:14][N:15]([CH2:18][CH3:19])[CH2:16][CH3:17])[C:8](=[C:9]([OH:11])[CH:10]=1)[C:4]=23. Procedure details: Reaction of 5-amino-N,N-diethyl-3,9-dimethoxy-2H[1]benzothiopyrano[4,3,2-cd]indazole-2-ethanamine with 48% HBr as described in Example 64 gave the product. Starting materials: C(C)(C)(C)OC(=O)[C@H]1[C@@H]([C@@]2([C@@H](N1)CC(C)(C)C)C(NC1=CC(=CC=C12)Cl)=O)C1=C(C(=CC=C1)Cl)F ((2′S,3′R,4′S,5′R)-6-chloro-4′-(3-chloro-2-fluoro-phenyl)-2′-(2,2-dimethyl-propyl)-2-oxo-1,2-dihydro-spiro[indole-3,3′-pyrrolidine]-5′-carboxylic acid tert-butyl ester), FC(C(=O)O)(F)F (trifluoroacetic acid). Solvent: ClCCl (dichloromethane). Run at time 18 hour. Yields the product FC(C(=O)O)(F)F.ClC1=CC=C2C(=C1)NC([C@@]21[C@@H](N[C@H]([C@@H]1C1=C(C(=CC=C1)Cl)F)C(=O)O)CC(C)(C)C)=O ((2′S,3′R,4′S,5′R)-6-chloro-4′-(3-chloro-2-fluoro-phenyl)-2′-(2,2-dimethyl-propyl)-2-oxo-1,2-dihydro-spiro[indole-3,3′-pyrrolidine]-5′-carboxylic acid trifluoroacetic acid), solid. Isolated yield 100.0%. RXN SMILES: C([O:5][C:6]([C@@H:8]1[NH:12][C@@H:11]([CH2:13][C:14]([CH3:17])([CH3:16])[CH3:15])[C@:10]2([C:25]3[C:20](=[CH:21][C:22]([Cl:26])=[CH:23][CH:24]=3)[NH:19][C:18]2=[O:27])[C@H:9]1[C:28]1[CH:33]=[CH:32][CH:31]=[C:30]([Cl:34])[C:29]=1[F:35])=[O:7])(C)(C)C.[F:36][C:37]([F:42])([F:41])[C:38]([OH:40])=[O:39]>ClCCl>[F:36][C:37]([F:42])([F:41])[C:38]([OH:40])=[O:39].[Cl:26][C:22]1[CH:21]=[C:20]2[NH:19][C:18](=[O:27])[C@:10]3([C@@H:9]([C:28]4[CH:33]=[CH:32][CH:31]=[C:30]([Cl:34])[C:29]=4[F:35])[C@H:8]([C:6]([OH:7])=[O:5])[NH:12][C@H:11]3[CH2:13][C:14]([CH3:16])([CH3:15])[CH3:17])[C:25]2=[CH:24][CH:23]=1 |f:3.4|. Reported procedure: A solution of chiral (2′S,3′R,4′S,5′R)-6-chloro-4′-(3-chloro-2-fluoro-phenyl)-2′-(2,2-dimethyl-propyl)-2-oxo-1,2-dihydro-spiro[indole-3,3′-pyrrolidine]-5′-carboxylic acid tert-butyl ester (2.7 g, 5.2 mmol) in dichloromethane (15 mL) was added trifluoroacetic acid (15 mL). The reaction mixture was stirred at room temperature for 18 h, then concentrated. The residue was then triturated with ethyl ether hexanes, concentrated, dried in vacuo to give chiral (2′S,3′R,4′S,5′R)-6-chloro-4′-(3-chloro-2-f... Starting materials: ClC1=C(N=C2NCCCCN2)C=C(C=C1)[N+](=O)[O-] (2-Chloro-N-1,3-diazepan-2-ylidene-5-nitroaniline), CC(C)([O-])C.[K+] (potassium t-butoxide). Run in N,N-dimethylsulfoxide. Run at temperature 60 celsius. The product is ClC1=CC=C(C=2N3C(=NC21)NCCC3)[N+](=O)[O-] (9-Chloro-6-nitro-1,2,3,4-tetrahydropyrimido[1,2-a]benzimidazole). The yield is 73.0%. Reaction SMILES: [Cl:1][C:2]1[CH:15]=[CH:14][C:13]([N+:16]([O-:18])=[O:17])=[CH:12][C:3]=1[N:4]=[C:5]1[NH:11][CH2:10][CH2:9][CH2:8]C[NH:6]1.CC(C)([O-])C.[K+]>>[Cl:1][C:2]1[C:3]2[N:4]=[C:5]3[NH:6][CH2:8][CH2:9][CH2:10][N:11]3[C:12]=2[C:13]([N+:16]([O-:18])=[O:17])=[CH:14][CH:15]=1 |f:1.2|. Reported procedure: 2-Chloro-N-1,3-diazepan-2-ylidene-5-nitroaniline (5.0 g, 19.6 mmol) and potassium t-butoxide (440 mg, 3.93 mmol) were dissolved in N,N-dimethylsulfoxide (100 mL), and heated at 60° C. for 24 hr. After cooling to room temperature, to the reaction mixture was directly purified by silica gel column chromatography eluting with a 50-100% ethyl acetate/n-hexane gradient mixture to give the title compound (3.63 g, 14.3 mmol, 73%) as a yellow amorphous. Starting materials: CC(C)(C)OC(=O)c1cc(C(F)(F)F)ccc1CBr, O=C([O-])[O-], CN(C)C=O, [K+], [K+], O, Oc1ccc(I)cc1. The product is CC(C)(C)OC(=O)c1cc(C(F)(F)F)ccc1COc1ccc(I)cc1. RXN SMILES: [Br:7][CH2:8][c:9]1[c:10]([C:11](=[O:12])[O:13][C:14]([CH3:15])([CH3:16])[CH3:17])[cH:18][c:19]([C:22]([F:23])([F:24])[F:25])[cH:20][cH:21]1.[C:1](=[O:2])([O-:3])[O-:4].[CH3:35][N:36]([CH3:37])[CH:38]=[O:39].[K+:5].[K+:6].[OH2:34].[OH:26][c:27]1[cH:28][cH:29][c:30]([I:31])[cH:32][cH:33]1>>[CH2:8]([c:9]1[c:10]([C:11](=[O:12])[O:13][C:14]([CH3:15])([CH3:16])[CH3:17])[cH:18][c:19]([C:22]([F:23])([F:24])[F:25])[cH:20][cH:21]1)[O:26][c:27]1[cH:28][cH:29][c:30]([I:31])[cH:32][cH:33]1.